From a dataset of the Open Reaction Database (ORD), a public repository of structured organic reaction records. describe an organic reaction: reactants, conditions, products, and yield Starting materials: O (water), FC=1C=C(C(=O)OCC)C=CC1F (ethyl 3,4-difluorobenzoate), CC=1NC=CN1 (2-methylimidazole), C(=O)([O-])[O-].[K+].[K+] (K2CO3). The solvent is C(C)(=O)OCC (ethyl acetate), CN(C=O)C (N,N-dimethylformamide). Conditions: temperature 140 celsius, time 1 hour. Yields the product FC=1C=C(C(=O)O)C=CC1N1C(=NC=C1)C (3-Fluoro-4-(2-methyl-1H-imidazol-1-yl)-benzoic acid). Reaction SMILES: [F:1][C:2]1[CH:3]=[C:4]([CH:10]=[CH:11][C:12]=1F)[C:5]([O:7]CC)=[O:6].[CH3:14][C:15]1[NH:16][CH:17]=[CH:18][N:19]=1.C([O-])([O-])=O.[K+].[K+].O>CN(C)C=O.C(OCC)(=O)C>[F:1][C:2]1[CH:3]=[C:4]([CH:10]=[CH:11][C:12]=1[N:16]1[CH:17]=[CH:18][N:19]=[C:15]1[CH3:14])[C:5]([OH:7])=[O:6] |f:2.3.4|. Procedure details: To a solution of ethyl 3,4-difluorobenzoate (1.5 g) in N,N-dimethylformamide (12 mL) is added 2-methylimidazole (1.3 g) and K2CO3 (2.2 g) and the mixture is heated at 140° C. in a microwave oven for 1 h. After cooling to room temperature, water and ethyl acetate are added and the organic layer is dried (MgSO4) and concentrated. The residue is purified by chromatography (ethyl acetate/hexane 0:1→1:0). The ester is dissolved in methanol (30 mL) and 4 M aqueous NaOH (3 mL) is added and the mixture ...